Dataset: the Open Reaction Database (ORD), a public repository of structured organic reaction records. Task: describe an organic reaction: reactants, conditions, products, and yield The reactants are [N+](=O)([O-])C1=C2C=CC(=NC2=CC=C1)Cl (5-nitro-2-chloroquinoline), NC1CC2=CC=CC=C2C1 (2-aminoindane), FC=1C=C(C=O)C=C(C1)F (3,5-difluorobenzaldehyde). Product: FC=1C=C(CNC=2C=3C=CC(=NC3C=CC2)NC2CC3=CC=CC=C3C2)C=C(C1)F (N5-(3,5-Difluoro-benzyl)-N2-indan-2-yl-quinoline-2,5-diamine). RXN SMILES: [N+:1]([C:4]1[CH:13]=[CH:12][CH:11]=[C:10]2[C:5]=1[CH:6]=[CH:7][C:8](Cl)=[N:9]2)([O-])=O.[NH2:15][CH:16]1[CH2:24][C:23]2[C:18](=[CH:19][CH:20]=[CH:21][CH:22]=2)[CH2:17]1.[F:25][C:26]1[CH:27]=[C:28]([CH:31]=[C:32]([F:34])[CH:33]=1)[CH:29]=O>>[F:25][C:26]1[CH:27]=[C:28]([CH:31]=[C:32]([F:34])[CH:33]=1)[CH2:29][NH:1][C:4]1[C:5]2[CH:6]=[CH:7][C:8]([NH:15][CH:16]3[CH2:24][C:23]4[C:18](=[CH:19][CH:20]=[CH:21][CH:22]=4)[CH2:17]3)=[N:9][C:10]=2[CH:11]=[CH:12][CH:13]=1. Procedure: The title compound, MS: m/e=402.4 (M+H+), was prepared in accordance with the general method of example 43 from 5-nitro-2-chloroquinoline, 2-aminoindane and 3,5-difluorobenzaldehyde. The reactants are C(C=C)OC(=O)N1[C@@H](C[C@@H](C1)SC1=C(N2C([C@@H]([C@H]2[C@H]1C)[C@@H](C)O)=O)C(=O)OCC=C)CCN1C=NC=C1 (allyl (4R,5S,6S)-3-[(2R,4S)-1-allyloxycarbonyl-2-{2-(imidazol-1-yl)ethyl}pyrrolidin-4-yl]thio-6-[(1R)-1-hydroxyethyl]-4-methyl-7-oxo-1-azabicyclo[3.2.0]hept-2-ene-2-carboxylate), C(C=C)OC(=O)NCCCI (3-allyloxycarbonylamino-l-iodopropane). The solvent is CN(C=O)C (dimethylformamide). Reaction conditions: temperature 50 celsius, time 8 hour. Product: [I-].C(C=C)OC(=O)N1[C@@H](C[C@@H](C1)SC1=C(N2C([C@@H]([C@H]2[C@H]1C)[C@@H](C)O)=O)C(=O)OCC=C)CC[N+]1=CN(C=C1)CCCNC(=O)OCC=C (allyl (4R,5S,6S)-3-[(2R,4S)-1-allyloxycarbonyl-2-[2-[3-{3-(allyloxycarbonylamino)propyl}-1-imidazolio]ethyl]-pyrrolidin-4-yl]thio-6-[(1R)-1-hydroxyethyl]-4-methyl-7-oxo-1-azabicyclo[3.2.0]hept-2-ene-2-carboxylate iodide). The yield is 98.6%. As a reaction SMILES: [CH2:1]([O:4][C:5]([N:7]1[CH2:11][C@@H:10]([S:12][C:13]2[C@H:19]([CH3:20])[C@H:18]3[N:15]([C:16](=[O:24])[C@@H:17]3[C@H:21]([OH:23])[CH3:22])[C:14]=2[C:25]([O:27][CH2:28][CH:29]=[CH2:30])=[O:26])[CH2:9][C@H:8]1[CH2:31][CH2:32][N:33]1[CH:37]=[CH:36][N:35]=[CH:34]1)=[O:6])[CH:2]=[CH2:3].[CH2:38]([O:41][C:42]([NH:44][CH2:45][CH2:46][CH2:47][I:48])=[O:43])[CH:39]=[CH2:40]>CN(C)C=O>[I-:48].[CH2:1]([O:4][C:5]([N:7]1[CH2:11][C@@H:10]([S:12][C:13]2[C@H:19]([CH3:20])[C@H:18]3[N:15]([C:16](=[O:24])[C@@H:17]3[C@H:21]([OH:23])[CH3:22])[C:14]=2[C:25]([O:27][CH2:28][CH:29]=[CH2:30])=[O:26])[CH2:9][C@H:8]1[CH2:31][CH2:32][N+:33]1[CH:37]=[CH:36][N:35]([CH2:47][CH2:46][CH2:45][NH:44][C:42]([O:41][CH2:38][CH:39]=[CH2:40])=[O:43])[CH:34]=1)=[O:6])[CH:2]=[CH2:3] |f:3.4|. Procedure: To a solution of allyl (4R,5S,6S)-3-[(2R,4S)-1-allyloxycarbonyl-2-{2-(imidazol-1-yl)ethyl}pyrrolidin-4-yl]thio-6-[(1R)-1-hydroxyethyl]-4-methyl-7-oxo-1-azabicyclo[3.2.0]hept-2-ene-2-carboxylate (7.00 g) in dimethylformamide (35 ml) was added 3-allyloxycarbonylamino-l-iodopropane (4.26 g) and the solution was warmed to 50° C. After stirring at the same temperature for 8 hours, the solution was cooled to room temperature. The solvent was evaporated and the residue was washed with diisopropyl ether... The reactants are C([O-])([O-])=O.[Na+].[Na+] (sodium carbonate), O (water), BrCC=CC#CC(C)(C)C (1-bromo-6,6-dimethyl-2-hepten-4-yne). Run in CC(=O)C (acetone), CC(=O)C (acetone). Yields the product CC(C#CC=CCO)(C)C (6,6-dimethyl-2-hepten-4-yn-1-ol). RXN SMILES: Br[CH2:2][CH:3]=[CH:4][C:5]#[C:6][C:7]([CH3:10])([CH3:9])[CH3:8].C(=O)([O-])[O-:12].[Na+].[Na+].O>CC(C)=O>[CH3:8][C:7]([CH3:10])([CH3:9])[C:6]#[C:5][CH:4]=[CH:3][CH2:2][OH:12] |f:1.2.3|. Reported procedure: To 5.24 g (26.0 mmol) of an approximately 3:1 mixture of the E and Z isomers of 1-bromo-6,6-dimethyl-2-hepten-4-yne was added sodium carbonate (5.52 g, 52.0 mmol) 80 ml of acetone and 170 ml of water. This mixture was heated to reflux for 3 hours. After cooling, most of the acetone was removed in vacuo and the mixture was extracted with ethyl ether three times. The combined ether layer was dried with sodium sulfate and concentrated to afford 3.97 of 6,6-dimethyl-2-hepten-4-yn-1-ol. The reactants are CC1OC2=C(C1)C=C(C=C2C(=O)OC)S(N)(=O)=O (methyl 2-methyl-5-sulfamoyl-2,3-dihydrobenzofuran-7-carboxylate), C(C1=CC=CC=C1)N1C(CCC1)CN (1-benzyl-2-aminomethyl-pyrrolidine), O (water). Solvent: C(COCCO)O (diethylene glycol). Reaction conditions: time 30.5 hour. Product: C(C1=CC=CC=C1)N1C(CCC1)CNC(=O)C1=CC(=CC=2CC(OC21)C)S(N)(=O)=O (N-(1-benzyl-2-pyrrolidinylmethyl)-2-methyl-5-sulfamoyl-2,3-dihydrobenzofuran-7-carboxamide). As a reaction SMILES: [CH3:1][CH:2]1[CH2:6][C:5]2[CH:7]=[C:8]([S:15](=[O:18])(=[O:17])[NH2:16])[CH:9]=[C:10]([C:11]([O:13]C)=O)[C:4]=2[O:3]1.[CH2:19]([N:26]1[CH2:30][CH2:29][CH2:28][CH:27]1[CH2:31][NH2:32])[C:20]1[CH:25]=[CH:24][CH:23]=[CH:22][CH:21]=1.O>C(O)COCCO>[CH2:19]([N:26]1[CH2:30][CH2:29][CH2:28][CH:27]1[CH2:31][NH:32][C:11]([C:10]1[C:4]2[O:3][CH:2]([CH3:1])[CH2:6][C:5]=2[CH:7]=[C:8]([S:15](=[O:18])(=[O:17])[NH2:16])[CH:9]=1)=[O:13])[C:20]1[CH:25]=[CH:24][CH:23]=[CH:22][CH:21]=1. Reported procedure: A suspension of 4.0 g of methyl 2-methyl-5-sulfamoyl-2,3-dihydrobenzofuran-7-carboxylate and 3.37 g of 1-benzyl-2-aminomethyl-pyrrolidine in 15 ml of diethylene glycol is heated at 120°-130° C. and stirred for 30-31 hours. The reaction solution is cooled to room temperature, poured into 150-200 ml of water, and extracted with ethyl acetate three times. The ethyl acetate extract is washed with water followed by sodium chloride saturated water. The product is dried over magnesium sulfate and the s... The reactants are C(C)(C)(C)OC(=O)N(C1=C(C=C(C=C1)N1CCN(CC1)C(=O)OC(C)(C)C)[N+](=O)[O-])C1=NC=NC(=C1)N(C(=O)N(COCC[Si](C)(C)C)C1=C(C(=CC(=C1Cl)OC)OC)Cl)C (tert-butyl 4-(4-((tert-butoxycarbonyl)(6-(3-(2,6-dichloro-3,5-dimethoxyphenyl)-1-methyl-3-((2-(trimethylsilyl)ethoxy)methyl)ureido)pyrimidin-4-yl)amino)-3-nitrophenyl)piperazine-1-carboxylate). The reagents and catalysts are [Ni] (Raney Nickel). The solvent is C1CCOC1 (THF), O (water), CO (MeOH). Conditions: time 8 hour. The product is NC=1C=C(C=CC1N(C1=NC=NC(=C1)N(C(=O)N(COCC[Si](C)(C)C)C1=C(C(=CC(=C1Cl)OC)OC)Cl)C)C(=O)OC(C)(C)C)N1CCN(CC1)C(=O)OC(C)(C)C (tert-butyl 4-(3-amino-4-((tert-butoxycarbonyl) (6-(3-(2,6-dichloro-3,5-dimethoxyphenyl)-1-methyl-3-((2-(trimethylsilyl)ethoxy)methyl)ureido)pyrimidin-4-yl)amino)phenyl)piperazine-1-carboxylate). RXN SMILES: [C:1]([O:5][C:6]([N:8]([C:31]1[CH:36]=[C:35]([N:37]([CH3:61])[C:38]([N:40]([C:49]2[C:54]([Cl:55])=[C:53]([O:56][CH3:57])[CH:52]=[C:51]([O:58][CH3:59])[C:50]=2[Cl:60])[CH2:41][O:42][CH2:43][CH2:44][Si:45]([CH3:48])([CH3:47])[CH3:46])=[O:39])[N:34]=[CH:33][N:32]=1)[C:9]1[CH:14]=[CH:13][C:12]([N:15]2[CH2:20][CH2:19][N:18]([C:21]([O:23][C:24]([CH3:27])([CH3:26])[CH3:25])=[O:22])[CH2:17][CH2:16]2)=[CH:11][C:10]=1[N+:28]([O-])=O)=[O:7])([CH3:4])([CH3:3])[CH3:2]>C1COCC1.CO.[Ni].O>[NH2:28][C:10]1[CH:11]=[C:12]([N:15]2[CH2:20][CH2:19][N:18]([C:21]([O:23][C:24]([CH3:27])([CH3:26])[CH3:25])=[O:22])[CH2:17][CH2:16]2)[CH:13]=[CH:14][C:9]=1[N:8]([C:6]([O:5][C:1]([CH3:4])([CH3:3])[CH3:2])=[O:7])[C:31]1[CH:36]=[C:35]([N:37]([CH3:61])[C:38]([N:40]([C:49]2[C:50]([Cl:60])=[C:51]([O:58][CH3:59])[CH:52]=[C:53]([O:56][CH3:57])[C:54]=2[Cl:55])[CH2:41][O:42][CH2:43][CH2:44][Si:45]([CH3:48])([CH3:46])[CH3:47])=[O:39])[N:34]=[CH:33][N:32]=1. Reported procedure: tert-butyl 4-(4-((tert-butoxycarbonyl)(6-(3-(2,6-dichloro-3,5-dimethoxyphenyl)-1-methyl-3-((2-(trimethylsilyl)ethoxy)methyl)ureido)pyrimidin-4-yl)amino)-3-nitrophenyl)piperazine-1-carboxylate (149 g, 0.164 mmol) was stirred in THF (1.5 ml) and MeOH (1.5 ml). Five drops of Raney Nickel suspension in water was added. The solution was stirred under hydrogen atmosphere at room temperature overnight. The reaction was filtered through a pad of Celite®. and filtrate was concentrated to give crude title...